From a dataset of the Open Reaction Database (ORD), a public repository of structured organic reaction records. describe an organic reaction: reactants, conditions, products, and yield Conditions: time 30 minute. As a reaction SMILES: C[O:2][C:3](=[O:40])[CH2:4][NH:5][C:6]([C:8]1[CH:39]=[C:38]2[C:11]([CH2:12][C:13]3[C:17]([C:18](=[O:31])[CH:19]([C:29]#[N:30])[C:20](=[O:28])[NH:21][C:22]4[CH:27]=[CH:26][CH:25]=[CH:24][CH:23]=4)=[N:16][N:15]([C:32]4[CH:37]=[CH:36][CH:35]=[CH:34][CH:33]=4)[C:14]=32)=[CH:10][CH:9]=1)=[O:7].Cl>[OH-].[K+].C(O)C>[C:32]1([N:15]2[C:14]3[C:38]4[C:11]([CH2:12][C:13]=3[C:17]([C:18](=[O:31])[CH:19]([C:29]#[N:30])[C:20](=[O:28])[NH:21][C:22]3[CH:27]=[CH:26][CH:25]=[CH:24][CH:23]=3)=[N:16]2)=[CH:10][CH:9]=[C:8]([C:6]([NH:5][CH2:4][C:3]([OH:40])=[O:2])=[O:7])[CH:39]=4)[CH:37]=[CH:36][CH:35]=[CH:34][CH:33]=1 |f:2.3|. Procedure: N-[1,4-Dihydro-1-phenyl-3-(2-phenylcarbamoyl-cyanoacetyl) -indeno[1,2-c]pyrazol-7-yl]carbonyl-glycine methyl ester (0.84 g) is suspended in 1% KOH solution in 95% ethanol (22.3 ml) and heated under stirring at the reflux temperature for 30 minutes. After cooling the reaction mixture is acidified to pH 2 with 23% HCl and then diluted with ice water. The precipitate is filtered, washed with water and then crystallized from CH2Cl2 /ethanol to yield 0.65 g of pure N-[1,4-dihydro-1-phenyl-3-(2-phenyl... Solvent: C(C)O (ethanol), ice water, [OH-].[K+] (KOH). Isolated yield 79.5%. Starting materials: COC(CNC(=O)C1=CC=C2CC3=C(N(N=C3C(C(C(NC3=CC=CC=C3)=O)C#N)=O)C3=CC=CC=C3)C2=C1)=O (N-[1,4-Dihydro-1-phenyl-3-(2-phenylcarbamoyl-cyanoacetyl) -indeno[1,2-c]pyrazol-7-yl]carbonyl-glycine methyl ester), Cl (HCl). Yields the product C1(=CC=CC=C1)N1N=C(C2=C1C1=CC(=CC=C1C2)C(=O)NCC(=O)O)C(C(C(NC2=CC=CC=C2)=O)C#N)=O (N-[1,4-dihydro-1-phenyl-3-(2-phenylcarbamoyl-cyanoacetyl) -indeno[1,2-c]pyrazol-7-yl]carbonyl glycine). Reactants: COc1ccc(Oc2ccnc3cc(OCc4ccccc4)c(OC)cc23)c(C(C)=O)c1, CS(=O)(=O)O, O=C(O)C(F)(F)F. The product is COc1ccc(Oc2ccnc3cc(O)c(OC)cc23)c(C(C)=O)c1. As a reaction SMILES: [CH2:1]([c:2]1[cH:3][cH:4][cH:5][cH:6][cH:7]1)[O:8][c:9]1[c:10]([O:31][CH3:32])[cH:11][c:12]2[c:13]([O:19][c:20]3[c:21]([C:28]([CH3:29])=[O:30])[cH:22][c:23]([O:26][CH3:27])[cH:24][cH:25]3)[cH:14][cH:15][n:16][c:17]2[cH:18]1.[CH3:33][S:34](=[O:35])(=[O:36])[OH:37].[OH:38][C:39]([C:40]([F:41])([F:42])[F:43])=[O:44]>>[OH:8][c:9]1[c:10]([O:31][CH3:32])[cH:11][c:12]2[c:13]([O:19][c:20]3[c:21]([C:28]([CH3:29])=[O:30])[cH:22][c:23]([O:26][CH3:27])[cH:24][cH:25]3)[cH:14][cH:15][n:16][c:17]2[cH:18]1. Reactants: FC1=CC=C(C(=O)C2=CC=C(C=C2)C(C2=CC=C(C=C2)F)=O)C=C1 (1,4-bis(4-fluorobenzoyl)benzene), NC=1C=C(C=CC1)O (m-aminophenol), C([O-])([O-])=O.[K+].[K+] (potassium carbonate). Run in O (water). Yields the product NC=1C=C(OC2=CC=C(C(=O)C3=CC=C(C=C3)C(C3=CC=C(C=C3)OC3=CC(=CC=C3)N)=O)C=C2)C=CC1 (1,4-bis[4-(3-aminophenoxy)benzoyl]benzene). Isolated yield 74.9%. RXN SMILES: F[C:2]1[CH:24]=[CH:23][C:5]([C:6]([C:8]2[CH:13]=[CH:12][C:11]([C:14](=[O:22])[C:15]3[CH:20]=[CH:19][C:18](F)=[CH:17][CH:16]=3)=[CH:10][CH:9]=2)=[O:7])=[CH:4][CH:3]=1.[NH2:25][C:26]1[CH:27]=[C:28]([OH:32])[CH:29]=[CH:30][CH:31]=1.[C:33](=[O:36])([O-])[O-].[K+].[K+]>O>[NH2:25][C:26]1[CH:27]=[C:28]([CH:29]=[CH:30][CH:31]=1)[O:32][C:2]1[CH:24]=[CH:23][C:5]([C:6]([C:8]2[CH:13]=[CH:12][C:11]([C:14](=[O:22])[C:15]3[CH:20]=[CH:19][C:18]([O:36][C:33]4[CH:29]=[CH:30][CH:31]=[C:26]([NH2:25])[CH:27]=4)=[CH:17][CH:16]=3)=[CH:10][CH:9]=2)=[O:7])=[CH:4][CH:3]=1 |f:2.3.4|. Reported procedure: In a one liter reaction vessel 50 grams (0.16 mol) of 1,4-bis(4-fluorobenzoyl)benzene, 42 grams (0.39 mol) of m-aminophenol, 54 grams of anhydrous potassium carbonate and 400 ml of sulforane were charged and reacted at 150°-160° C. for six hours. After ending the reaction, the reaction mixture was poured into water to make a total volume of two liters. Then the separated crystals were filtered, washed with water and dissolved into 400 ml of 2-methoxyethanol with heating. The resultant solution w... Reactants: [BH4-], CO, CCOC(C)=O, [Na+], O=C1CCc2cc(-c3cccs3)ccc21. The product is OC1CCc2cc(-c3cccs3)ccc21. Reaction SMILES: [BH4-:1].[CH3:18][OH:19].[CH3:20][CH2:21][O:22][C:23](=[O:24])[CH3:25].[Na+:2].[s:3]1[c:4](-[c:8]2[cH:9][c:10]3[c:14]([cH:15][cH:16]2)[C:13](=[O:17])[CH2:12][CH2:11]3)[cH:5][cH:6][cH:7]1>>[s:3]1[c:4](-[c:8]2[cH:9][c:10]3[c:14]([cH:15][cH:16]2)[CH:13]([OH:17])[CH2:12][CH2:11]3)[cH:5][cH:6][cH:7]1. Starting materials: C1CCOC1, CO, COC(=O)c1cc(N2CCOCC2)nc(Cl)n1, [Li+], [OH-], O. Product: O=C(O)c1cc(N2CCOCC2)nc(Cl)n1. RXN SMILES: [CH2:23]1[O:24][CH2:25][CH2:26][CH2:27]1.[CH3:19][OH:20].[Cl:1][c:2]1[n:3][c:4]([N:12]2[CH2:13][CH2:14][O:15][CH2:16][CH2:17]2)[cH:5][c:6]([C:8](=[O:9])[O:10][CH3:11])[n:7]1.[Li+:21].[OH-:22].[OH2:18]>>[Cl:1][c:2]1[n:3][c:4]([N:12]2[CH2:13][CH2:14][O:15][CH2:16][CH2:17]2)[cH:5][c:6]([C:8](=[O:9])[OH:10])[n:7]1.